Dataset: the Open Reaction Database (ORD), a public repository of structured organic reaction records. Task: describe an organic reaction: reactants, conditions, products, and yield The reactants are [Na] (sodium), C(CCCCC)Br (n-hexyl bromide), SC1=C(C(SS1)=S)C1=CC(=C(C(=C1)C(C)(C)C)O)C(C)(C)C (5-mercapto-4-(3,5-di-t-butyl-4-hydroxyphenyl)-1,2-dithiole-3-thione). Run in C(C)O (ethanol), C(C)O (ethanol), C(C)O (ethanol). Reaction conditions: temperature 50 celsius. Yields the product 12, C(CCCCC)SC1=C(C(SS1)=S)C1=CC(=C(C(=C1)C(C)(C)C)O)C(C)(C)C (5-n-hexylthio 4-(3,5-di-t-butyl-4-hydroxyphenyl)-1,2-dithiole-3-thione). Reaction SMILES: [Na].[SH:2][C:3]1[S:7][S:6][C:5](=[S:8])[C:4]=1[C:9]1[CH:14]=[C:13]([C:15]([CH3:18])([CH3:17])[CH3:16])[C:12]([OH:19])=[C:11]([C:20]([CH3:23])([CH3:22])[CH3:21])[CH:10]=1.[CH2:24](Br)[CH2:25][CH2:26][CH2:27][CH2:28][CH3:29]>C(O)C>[CH2:24]([S:2][C:3]1[S:7][S:6][C:5](=[S:8])[C:4]=1[C:9]1[CH:14]=[C:13]([C:15]([CH3:16])([CH3:17])[CH3:18])[C:12]([OH:19])=[C:11]([C:20]([CH3:23])([CH3:22])[CH3:21])[CH:10]=1)[CH2:25][CH2:26][CH2:27][CH2:28][CH3:29] |^1:0|. Reported procedure: 0.92 parts of sodium was dissolved in 80 parts of ethanol and to this was added 14.8 parts of 5-mercapto-4-(3,5-di-t-butyl-4-hydroxyphenyl)-1,2-dithiole-3-thione, as prepared in example 11 dissolved in 200 parts ethanol. The mixture was then warmed to 50°C and a solution of 6.6 parts n-hexyl bromide in 50 parts ethanol was added dropwise. The mixture was refluxed for 5 hours, the ethanol evaporated, and the residue extracted with diethyl ether. Evaporation of the ether solution gave a crystallin... The reactants are C(=O)(OC(C)(C)C)NCCBr (2-(Boc-amino)-ethylbromide), O (water), IC=1N=C(NC1I)COC (4,5-diiodo-2-methoxymethyl-1H-imidazole), [H-].[Na+] (sodium hydride). Solvent: CN(C)C=O (DMF), CN(C)C=O (DMF). Run at time 20 minute. The product is C(C)(C)(C)OC(NCCN1C(=NC(=C1I)I)COC)=O ([2-(4,5-diiodo-2-methoxymethyl-imidazol-1-yl)-ethyl]-carbamic acid tert-butylester). As a reaction SMILES: [I:1][C:2]1[N:3]=[C:4]([CH2:8][O:9][CH3:10])[NH:5][C:6]=1[I:7].[H-].[Na+].[C:13]([NH:20][CH2:21][CH2:22]Br)([O:15][C:16]([CH3:19])([CH3:18])[CH3:17])=[O:14].O>CN(C=O)C>[C:16]([O:15][C:13](=[O:14])[NH:20][CH2:21][CH2:22][N:3]1[C:2]([I:1])=[C:6]([I:7])[N:5]=[C:4]1[CH2:8][O:9][CH3:10])([CH3:19])([CH3:18])[CH3:17] |f:1.2|. Procedure details: To a solution of 4,5-diiodo-2-methoxymethyl-1H-imidazole (3.000 g; 8.244 mmol) in anhydrous DMF (35 ml) was added portionwise, at rt, 55-65% sodium hydride moistened with oil (395 mg; 9.895 mmol). The resulting mixture was further stirred at rt, under nitrogen, for 20 min. The mixture was then heated to 100° C., and a colorless homogeneous solution of 2-(Boc-amino)-ethylbromide (2.032 g; 9.068 mmol) in anhydrous DMF (30 ml) was added dropwise, over 15 min., with an addition funnel. After complet... The reactants are ClC(C(=O)OC(C(F)(F)F)C1=CC=CC=C1)=C (1-phenyl-2,2,2-trifluoroethyl α-chloroacrylate), C(C(=C)C)#N (methacrylnitrile), N(=NC(C#N)(C)C)C(C#N)(C)C (azobisisobutyronitrile). Run in C1=CC=CC=C1 (benzene), C1=CC=CC=C1 (benzene). Reaction conditions: temperature 70 celsius, time 20 hour. Yields the product ClC(C(=O)OC(C(F)(F)F)C1=CC=CC=C1)=C.C(C(=C)C)#N (1-phenyl-2,2,2-trifluoroethyl α-chloroacrylate methacrylnitrile). Reaction SMILES: [Cl:1][C:2](=[CH2:17])[C:3]([O:5][CH:6]([C:11]1[CH:16]=[CH:15][CH:14]=[CH:13][CH:12]=1)[C:7]([F:10])([F:9])[F:8])=[O:4].[C:18](#[N:22])[C:19]([CH3:21])=[CH2:20].N(C(C)(C)C#N)=NC(C)(C)C#N>C1C=CC=CC=1>[Cl:1][C:2](=[CH2:17])[C:3]([O:5][CH:6]([C:11]1[CH:16]=[CH:15][CH:14]=[CH:13][CH:12]=1)[C:7]([F:9])([F:10])[F:8])=[O:4].[C:18](#[N:22])[C:19]([CH3:21])=[CH2:20] |f:4.5|. Reported procedure: 1.26 g of 1-phenyl-2,2,2-trifluoroethyl α-chloroacrylate, 0.74 g of methacrylnitrile, 0.52 ml of a benzene solution containing 0.1 wt % of azobisisobutyronitrile and 1.75 ml of benzene were introduced into a flask, and the flask was evacuated by vacuuming in a usual manner. The mixture in the flask was stirred at 70° C. for 20 hours, and then the reaction product was poured into methanol. The polymer was permitted to precipitate, then subjected to filtration and dried to obtain a 1-phenyl-2,2,2-...